describe an organic reaction: reactants, conditions, products, and yield From a dataset of the Open Reaction Database (ORD), a public repository of structured organic reaction records. Starting materials: N1(CCNCC1)C=1C2=C(N=C(N1)N)SC(=N2)C2=CC=C(C=C2)C (7-(piperazin-1-yl)-2-p-tolylthiazolo[5,4-d]pyrimidin-5-amine), ClC1=CC=C(OCC(=O)O)C=C1 (4-chlorophenoxyacetic acid). Yields the product NC=1N=C(C2=C(N1)SC(=N2)C2=CC=C(C=C2)C)N2CCN(CC2)C(COC2=CC=C(C=C2)Cl)=O (1-(4-(5-amino-2-p-tolylthiazolo[5,4-d]pyrimidin-7-yl)piperazin-1-yl)-2-(4-chlorophenoxy)ethanone). Yield: 32.0%. RXN SMILES: [N:1]1([C:7]2[C:8]3[N:16]=[C:15]([C:17]4[CH:22]=[CH:21][C:20]([CH3:23])=[CH:19][CH:18]=4)[S:14][C:9]=3[N:10]=[C:11]([NH2:13])[N:12]=2)[CH2:6][CH2:5][NH:4][CH2:3][CH2:2]1.[Cl:24][C:25]1[CH:35]=[CH:34][C:28]([O:29][CH2:30][C:31](O)=[O:32])=[CH:27][CH:26]=1>>[NH2:13][C:11]1[N:12]=[C:7]([N:1]2[CH2:2][CH2:3][N:4]([C:31](=[O:32])[CH2:30][O:29][C:28]3[CH:34]=[CH:35][C:25]([Cl:24])=[CH:26][CH:27]=3)[CH2:5][CH2:6]2)[C:8]2[N:16]=[C:15]([C:17]3[CH:22]=[CH:21][C:20]([CH3:23])=[CH:19][CH:18]=3)[S:14][C:9]=2[N:10]=1. Reported procedure: This compound was prepared from 7-(piperazin-1-yl)-2-p-tolylthiazolo[5,4-d]pyrimidin-5-amine using 4-chlorophenoxyacetic acid in a yield of 32%, according to the procedure for the synthesis of example 50. The reactants are CCOC(=O)c1cc(C)n(-c2cccc(Br)c2)n1, OB(O)c1ccccc1OC(F)(F)F. Yields the product CCOC(=O)c1cc(C)n(-c2cccc(-c3ccccc3OC(F)(F)F)c2)n1. As a reaction SMILES: [Br:1][c:2]1[cH:3][c:4](-[n:8]2[n:9][c:10]([C:14](=[O:15])[O:16][CH2:17][CH3:18])[cH:11][c:12]2[CH3:13])[cH:5][cH:6][cH:7]1.[F:19][C:20]([O:21][c:22]1[c:23]([B:28]([OH:29])[OH:30])[cH:24][cH:25][cH:26][cH:27]1)([F:31])[F:32]>>[c:2]1(-[c:23]2[c:22]([O:21][C:20]([F:19])([F:31])[F:32])[cH:27][cH:26][cH:25][cH:24]2)[cH:3][c:4](-[n:8]2[n:9][c:10]([C:14](=[O:15])[O:16][CH2:17][CH3:18])[cH:11][c:12]2[CH3:13])[cH:5][cH:6][cH:7]1. The reactants are O=C([O-])[O-], Cn1ccc2c(Cl)ncc(C(=O)N3CCOCC3)c21, N#Cc1ccc(N)c(Cl)c1, ClCCl, [Cs+], [Cs+], O=C(C=Cc1ccccc1)C=Cc1ccccc1, O=C(C=Cc1ccccc1)C=Cc1ccccc1, C1COCCO1, O=C(C=Cc1ccccc1)C=Cc1ccccc1, [Pd], [Pd], CC1(C)c2cccc(P(c3ccccc3)c3ccccc3)c2Oc2c(P(c3ccccc3)c3ccccc3)cccc21. Product: Cl, Cn1ccc2c(Nc3ccc(C#N)cc3Cl)ncc(C(=O)N3CCOCC3)c21. Reaction SMILES: [C:30](=[O:31])([O-:32])[O-:33].[Cl:1][c:2]1[n:3][cH:4][c:5]([C:12](=[O:13])[N:14]2[CH2:15][CH2:16][O:17][CH2:18][CH2:19]2)[c:6]2[c:7]1[cH:8][cH:9][n:10]2[CH3:11].[Cl:20][c:21]1[c:22]([NH2:23])[cH:24][cH:25][c:26]([C:28]#[N:29])[cH:27]1.[Cl:84][CH2:85][Cl:86].[Cs+:34].[Cs+:35].[O:107]=[C:108]([CH:109]=[CH:110][c:111]1[cH:112][cH:113][cH:114][cH:115][cH:116]1)[CH:117]=[CH:118][c:119]1[cH:120][cH:121][cH:122][cH:123][cH:124]1.[O:125]=[C:126]([CH:127]=[CH:128][c:129]1[cH:130][cH:131][cH:132][cH:133][cH:134]1)[CH:135]=[CH:136][c:137]1[cH:138][cH:139][cH:140][cH:141][cH:142]1.[O:78]1[CH2:79][CH2:80][O:81][CH2:82][CH2:83]1.[O:89]=[C:90]([CH:91]=[CH:92][c:93]1[cH:94][cH:95][cH:96][cH:97][cH:98]1)[CH:99]=[CH:100][c:101]1[cH:102][cH:103][cH:104][cH:105][cH:106]1.[Pd:87].[Pd:88].[c:36]1([P:37]([c:38]2[cH:39][cH:40][cH:41][cH:42][cH:43]2)[c:44]2[c:45]3[c:69]([cH:70][cH:71][cH:72]2)[C:66]([CH3:67])([CH3:68])[c:48]2[c:47]([c:52]([P:53]([c:54]4[cH:55][cH:56][cH:57][cH:58][cH:59]4)[c:60]4[cH:61][cH:62][cH:63][cH:64][cH:65]4)[cH:51][cH:50][cH:49]2)[O:46]3)[cH:73][cH:74][cH:75][cH:76][cH:77]1>>[ClH:1].[c:2]1([NH:23][c:22]2[c:21]([Cl:20])[cH:27][c:26]([C:28]#[N:29])[cH:25][cH:24]2)[n:3][cH:4][c:5]([C:12](=[O:13])[N:14]2[CH2:15][CH2:16][O:17][CH2:18][CH2:19]2)[c:6]2[c:7]1[cH:8][cH:9][n:10]2[CH3:11]. Reactants: CC(=O)OCc1nc(Br)sc1C, CCO, Cl, [Na+], C1CCOC1, [OH-]. Yields the product Cc1sc(Br)nc1CO. As a reaction SMILES: [C:1](=[O:2])([CH3:3])[O:4][CH2:5][c:6]1[n:7][c:8]([Br:12])[s:9][c:10]1[CH3:11].[CH2:21]([OH:22])[CH3:23].[ClH:15].[Na+:14].[O:16]1[CH2:17][CH2:18][CH2:19][CH2:20]1.[OH-:13]>>[OH:4][CH2:5][c:6]1[n:7][c:8]([Br:12])[s:9][c:10]1[CH3:11]. As a reaction SMILES: [C:1]1(=O)[CH2:8][CH2:7][CH2:6][CH2:5][CH2:4][CH2:3][CH2:2]1.C[N:11](C(OC)OC)C.[C:18]([CH2:20][C:21]([O:23][CH3:24])=[O:22])#N.[CH3:25][OH:26]>>[O:26]=[C:25]1[NH:11][C:2]2[CH2:3][CH2:4][CH2:5][CH2:6][CH2:7][CH2:8][C:1]=2[CH:18]=[C:20]1[C:21]([O:23][CH3:24])=[O:22]. Conditions: temperature 100 celsius, time 12 hour. The reactants are CO (methanol), C1(CCCCCCC1)=O (cyclooctanone), CN(C)C(OC)OC (DMF dimethyl acetal), C(#N)CC(=O)OC (methyl cyanoacetate). Product: O=C1C(=CC2=C(N1)CCCCCC2)C(=O)OC (methyl 2-oxo-1,2,5,6,7,8,9,10-octahydro-cycloocta[b]pyridine-3-carboxylate). Procedure: Under the nitrogen gas atmosphere, a solution of cyclooctanone (15.87 mL, 120 mmol) and DMF dimethyl acetal was heated and stirred at 100° C. for 12 hours. After that, the solvent was removed by distillation under reduced pressure and a pale yellow oily matter (16.54 g) was obtained. This was dissolved in methanol (50 mL), and methyl cyanoacetate (8.87 mL, 100.37 mmol) was added and stirred at room temperature. The precipitated solid was separated by filtration and washed with diethyl ether, and... The reactants are [Cl-].[NH4+] (ammonium chloride), C1(CCCC1)[Mg]Br (cyclopentyl magnesium bromide), ( a ), magnesium salt, C(C)O[Si](OCC)(OCC)OCC (tetraethoxysilane). The solvent is COC(C)(C)C (t-butyl methyl ether). Conditions: time 6 hour. The product is C1(CCCC1)[Si](OCC)(OCC)OCC (cyclopentyltriethoxysilane). Reaction SMILES: C(O[Si:4]([O:11][CH2:12][CH3:13])([O:8][CH2:9][CH3:10])[O:5][CH2:6][CH3:7])C.[CH:14]1([Mg]Br)[CH2:18][CH2:17][CH2:16][CH2:15]1.[Cl-].[NH4+]>COC(C)(C)C>[CH:14]1([Si:4]([O:5][CH2:6][CH3:7])([O:8][CH2:9][CH3:10])[O:11][CH2:12][CH3:13])[CH2:18][CH2:17][CH2:16][CH2:15]1 |f:2.3|. Procedure: 60 ml of dry t-butyl methyl ether and 14.0 gram (0.067 mole) of tetraethoxysilane were charged in a 250 ml flask equipped with a reflux condenser and a stirring apparatus in an atmosphere of nitrogen and the solution of cyclopentyl magnesium bromide prepared above under (a) was slowly added while keeping the internal temperature below 10° C. After completion of addition stirring was carried out at room temperature for 6 hours and at reflux temperature for 2 hours. To the resulting reaction mass ... The reactants are BrB(Br)Br, CCOCc1nc2c(N)nc3ccccc3c2n1Cc1cc(-c2ccc(F)cc2)no1, CO, ClCCCl, ClCCl. The product is Nc1nc2ccccc2c2c1nc(CO)n2Cc1cc(-c2ccc(F)cc2)no1. RXN SMILES: [B:32]([Br:33])([Br:34])[Br:35].[CH2:1]([CH3:2])[O:3][CH2:4][c:5]1[n:6]([CH2:19][c:20]2[cH:21][c:22](-[c:25]3[cH:26][cH:27][c:28]([F:31])[cH:29][cH:30]3)[n:23][o:24]2)[c:7]2[c:8]([c:9]([NH2:17])[n:10][c:11]3[cH:12][cH:13][cH:14][cH:15][c:16]23)[n:18]1.[CH3:36][OH:37].[Cl:38][CH2:39][CH2:40][Cl:41].[Cl:42][CH2:43][Cl:44]>>[OH:3][CH2:4][c:5]1[n:6]([CH2:19][c:20]2[cH:21][c:22](-[c:25]3[cH:26][cH:27][c:28]([F:31])[cH:29][cH:30]3)[n:23][o:24]2)[c:7]2[c:8]([c:9]([NH2:17])[n:10][c:11]3[cH:12][cH:13][cH:14][cH:15][c:16]23)[n:18]1. The reactants are C(=O)(N1C=NC=C1)N1C=NC=C1 (1,1'-carbonyldiimidazole), C(C)N(CCN)CC (N,N-diethylethylenediamine), CC(C)NCCCCS(=O)(=O)C1=CC=CC=C1 (N-(1-methylethyl)-4-(phenylsulfonyl]-1-butylamine), base. The solvent is C(Cl)(Cl)Cl (chloroform), O1CCCC1 (tetrahydrofuran), O1CCCC1 (tetrahydrofuran). Product: O.C(C)N(CCNC(N(CCCCS(=O)(=O)C1=CC=CC=C1)C(C)C)=O)CC (N'-[2-(Diethylamino)ethyl]-N-(1-methylethyl)-N-[4-(phenylsulfonyl)butyl]urea hydrate). Yield: 69.8%. Reaction SMILES: [C:1](N1C=CN=C1)(N1C=CN=C1)=[O:2].[CH2:13]([N:15]([CH2:19][CH3:20])[CH2:16][CH2:17][NH2:18])[CH3:14].[CH3:21][CH:22]([NH:24][CH2:25][CH2:26][CH2:27][CH2:28][S:29]([C:32]1[CH:37]=[CH:36][CH:35]=[CH:34][CH:33]=1)(=[O:31])=[O:30])[CH3:23]>O1CCCC1.C(Cl)(Cl)Cl>[OH2:2].[CH2:13]([N:15]([CH2:19][CH3:20])[CH2:16][CH2:17][NH:18][C:1](=[O:2])[N:24]([CH:22]([CH3:21])[CH3:23])[CH2:25][CH2:26][CH2:27][CH2:28][S:29]([C:32]1[CH:37]=[CH:36][CH:35]=[CH:34][CH:33]=1)(=[O:30])=[O:31])[CH3:14] |f:5.6|. Procedure: A solution of 1,1'-carbonyldiimidazole (6.00 g, 0.037 mole) and N,N-diethylethylenediamine (4.00 g, 0.034 mole) was stirred at room temperature for 2 hours in 200 ml of tetrahydrofuran. A solution of N-(1-methylethyl)-4-(phenylsulfonyl]-1-butylamine (free base 7.99 g, 0.0313 mole) in 100 ml of tetrahydrofuran was added and the solution was heated overnight at reflux. The reaction was stripped to dryness and the residue dissolved in chloroform. The chloroform was extracted with water, dried (sodi...